This data is from the Open Reaction Database (ORD), a public repository of structured organic reaction records. The task is: describe an organic reaction: reactants, conditions, products, and yield Procedure details: 1.617 g. of vincamine (0.005 mole) is dissolved in 15 ml. of chloroform, and 0.8 g. (0.055 mole) of 2-ketoglutaric acid previously dissolved in 5 ml. of methanol is added. After concentration of the resulting solution in a rotary evaporator until a volume of 5 ml. is obtained, 1.75 g. of vincamine 2-ketoglutarate is obtained. By subsequent successive concentrations, an additional amount of 0.5 g. of salt is obtained. A total of 2.25 g. is thus obtained (yield 90%). Reaction SMILES: [CH3:1][CH2:2][C@:3]12[CH2:19][C@:18]([OH:24])([C:20]([O:22][CH3:23])=[O:21])[N:17]3[C:9]4=[C:10]([CH2:25][CH2:26][N:7]([C@@H:8]14)[CH2:6][CH2:5][CH2:4]2)[C:11]1[CH:12]=[CH:13][CH:14]=[CH:15][C:16]=13.C(Cl)(Cl)Cl.[O:31]=[C:32]([CH2:36][CH2:37][C:38]([OH:40])=[O:39])[C:33]([OH:35])=[O:34]>CO>[CH3:1][CH2:2][C@:3]12[CH2:19][C@:18]([OH:24])([C:20]([O:22][CH3:23])=[O:21])[N:17]3[C:9]4=[C:10]([CH2:25][CH2:26][N:7]([C@@H:8]14)[CH2:6][CH2:5][CH2:4]2)[C:11]1[CH:12]=[CH:13][CH:14]=[CH:15][C:16]=13.[O:31]=[C:32]([CH2:36][CH2:37][C:38]([O-:40])=[O:39])[C:33]([O-:35])=[O:34] |f:4.5|. The yield is 90.0%. Solvent: CO (methanol). The product is CC[C@@]12CCCN3[C@@H]1C4=C(C=5C=CC=CC5N4[C@](C2)(C(=O)OC)O)CC3.O=C(C(=O)[O-])CCC(=O)[O-] (vincamine 2-ketoglutarate). Starting materials: CC[C@@]12CCCN3[C@@H]1C4=C(C=5C=CC=CC5N4[C@](C2)(C(=O)OC)O)CC3 (vincamine), C(Cl)(Cl)Cl (chloroform), O=C(C(=O)O)CCC(=O)O (2-ketoglutaric acid). Reactants: CC(=O)O, CCCc1nc(C(C)(C)O)c(C(=O)OCOC(=O)OC(C)C)n1Cc1ccc(-c2ccccc2-c2nnnn2C(c2ccccc2)(c2ccccc2)c2ccccc2)cc1. Yields the product CCCc1nc(C(C)(C)O)c(C(=O)OCOC(=O)OC(C)C)n1Cc1ccc(-c2ccccc2-c2nnn[nH]2)cc1. Reaction SMILES: [CH3:61][C:62](=[O:63])[OH:64].[OH:1][C:2]([CH3:3])([CH3:4])[c:5]1[n:6][c:7]([CH2:58][CH2:59][CH3:60])[n:8]([CH2:21][c:22]2[cH:23][cH:24][c:25](-[c:28]3[c:29](-[c:34]4[n:35][n:36][n:37][n:38]4[C:39]([c:40]4[cH:41][cH:42][cH:43][cH:44][cH:45]4)([c:46]4[cH:47][cH:48][cH:49][cH:50][cH:51]4)[c:52]4[cH:53][cH:54][cH:55][cH:56][cH:57]4)[cH:30][cH:31][cH:32][cH:33]3)[cH:26][cH:27]2)[c:9]1[C:10](=[O:11])[O:12][CH2:13][O:14][C:15](=[O:16])[O:17][CH:18]([CH3:19])[CH3:20]>>[OH:1][C:2]([CH3:3])([CH3:4])[c:5]1[n:6][c:7]([CH2:58][CH2:59][CH3:60])[n:8]([CH2:21][c:22]2[cH:23][cH:24][c:25](-[c:28]3[c:29](-[c:34]4[n:35][n:36][n:37][nH:38]4)[cH:30][cH:31][cH:32][cH:33]3)[cH:26][cH:27]2)[c:9]1[C:10](=[O:11])[O:12][CH2:13][O:14][C:15](=[O:16])[O:17][CH:18]([CH3:19])[CH3:20]. Starting materials: CC1(CNc2cccc(Br)n2)CCOCC1, O=C([O-])[O-], COCCOC, CCOC(C)=O, OB(O)c1cc(F)ncc1Cl, [Na+], [Na+], [Na+], O=C([O-])O. Product: CC1(CNc2cccc(-c3cc(F)ncc3Cl)n2)CCOCC1. As a reaction SMILES: [Br:1][c:2]1[cH:3][cH:4][cH:5][c:6]([NH:8][CH2:9][C:10]2([CH3:16])[CH2:11][CH2:12][O:13][CH2:14][CH2:15]2)[n:7]1.[C:28](=[O:29])([O-:30])[O-:31].[CH3:34][O:35][CH2:36][CH2:37][O:38][CH3:39].[CH3:40][CH2:41][O:42][C:43]([CH3:44])=[O:45].[Cl:17][c:18]1[c:19]([B:25]([OH:26])[OH:27])[cH:20][c:21]([F:24])[n:22][cH:23]1.[Na+:32].[Na+:33].[Na+:50].[O-:46][C:47]([OH:48])=[O:49]>>[c:2]1(-[c:19]2[c:18]([Cl:17])[cH:23][n:22][c:21]([F:24])[cH:20]2)[cH:3][cH:4][cH:5][c:6]([NH:8][CH2:9][C:10]2([CH3:16])[CH2:11][CH2:12][O:13][CH2:14][CH2:15]2)[n:7]1. Starting materials: Cl\C=C\C(=O)C1(CC2(C1)CCC2)C (1-chloro-3-(2-methylspiro[3.3]hept-2-yl)-1E-propen-3-one), [I-].[Na+] (sodium iodide). Solvent: CC(=O)C (acetone). Product: I\C=C\C(=O)C1(CC2(C1)CCC2)C (1-iodo-3-(2-methyspiro[3.3]hept-2-yl)-1E-propen-3-one). The yield is 87.0%. As a reaction SMILES: Cl/[CH:2]=[CH:3]/[C:4]([C:6]1([CH3:13])[CH2:9][C:8]2([CH2:12][CH2:11][CH2:10]2)[CH2:7]1)=[O:5].[I-:14].[Na+]>CC(C)=O>[I:14]/[CH:2]=[CH:3]/[C:4]([C:6]1([CH3:13])[CH2:9][C:8]2([CH2:12][CH2:11][CH2:10]2)[CH2:7]1)=[O:5] |f:1.2|. Procedure details: In a procedure as described in Example 9H, 1-chloro-3-(2-methylspiro[3.3]hept-2-yl)-1E-propen-3-one was reacted with sodium iodide in acetone to yield 1-iodo-3-(2-methyspiro[3.3]hept-2-yl)-1E-propen-3-one (87%). Reactants: C(CCC)C=1N(C(=C(N1)Cl)C=O)CC1=CC=C(C=C1)C1=C(C=CC=C1)C1=NN=NN1C(C1=CC=CC=C1)(C1=CC=CC=C1)C1=CC=CC=C1 (2-n-butyl-4-chloro-1-[(2'-(N-triphenylmethyltetrazol-5-yl)biphenyl-4-yl)methyl]-1H-imidazole-5-carboxaldehyde), [H][H] (hydrogen), O.O.O.C(C)(=O)[O-].[Na+] (sodium acetate trihydrate). The reagents and catalysts are [Pd] (palladium). The solvent is CO (methanol). Yields the product C(CCC)C=1N(C(=CN1)C=O)CC1=CC=C(C=C1)C1=C(C=CC=C1)C1=NN=NN1C(C1=CC=CC=C1)(C1=CC=CC=C1)C1=CC=CC=C1 (2-n-Butyl-1-[(2'-(N-triphenylmethyl-tetrazol-5-yl)biphenyl-4-yl)methyl]-1H-imidazole-5-carboxaldehyde). As a reaction SMILES: [CH2:1]([C:5]1[N:6]([CH2:13][C:14]2[CH:19]=[CH:18][C:17]([C:20]3[CH:25]=[CH:24][CH:23]=[CH:22][C:21]=3[C:26]3[N:30]([C:31]([C:44]4[CH:49]=[CH:48][CH:47]=[CH:46][CH:45]=4)([C:38]4[CH:43]=[CH:42][CH:41]=[CH:40][CH:39]=4)[C:32]4[CH:37]=[CH:36][CH:35]=[CH:34][CH:33]=4)[N:29]=[N:28][N:27]=3)=[CH:16][CH:15]=2)[C:7]([CH:11]=[O:12])=[C:8](Cl)[N:9]=1)[CH2:2][CH2:3][CH3:4].[H][H].O.O.O.C([O-])(=O)C.[Na+]>CO.[Pd]>[CH2:1]([C:5]1[N:6]([CH2:13][C:14]2[CH:15]=[CH:16][C:17]([C:20]3[CH:25]=[CH:24][CH:23]=[CH:22][C:21]=3[C:26]3[N:30]([C:31]([C:32]4[CH:37]=[CH:36][CH:35]=[CH:34][CH:33]=4)([C:44]4[CH:45]=[CH:46][CH:47]=[CH:48][CH:49]=4)[C:38]4[CH:39]=[CH:40][CH:41]=[CH:42][CH:43]=4)[N:29]=[N:28][N:27]=3)=[CH:18][CH:19]=2)[C:7]([CH:11]=[O:12])=[CH:8][N:9]=1)[CH2:2][CH2:3][CH3:4] |f:2.3.4.5.6|. Reported procedure: 12.0 g (18.1 mmol) of 2-n-butyl-4-chloro-1-[(2'-(N-triphenylmethyltetrazol-5-yl)biphenyl-4-yl)methyl]-1H-imidazole-5-carboxaldehyde in 150 ml of methanol are hydrogenated at 25° C. for 1.5 h at a hydrogen pressure of about 3 bar in the presence of 1. 2 g of palladium on active carbon (5%) and 2.46 g (18.1 mmol) of sodium acetate trihydrate. The solution is then filtered off from the catalyst and concentrated, and the residue is chromatographed on silica gel 60 using ethyl acetate/petroleum ether... The reactants are C(C)(C)(C)OC(=O)NCCOC1=NOC(=C1)C1=CC=CC=C1 (3-(2-(N-tert-Butoxycarbonylamino)ethoxy)-5-phenylisoxazole), C(CCC)I (butyl iodide). Product: C(C)(C)(C)OC(=O)NCCOC1=NOC(=C1CCCC)C1=CC=CC=C1 (3-(2-(N-tert-Butoxycarbonylamino)ethoxy)-4-butyl-5-phenylisoxazole). The yield is 66.0%. As a reaction SMILES: [C:1]([O:5][C:6]([NH:8][CH2:9][CH2:10][O:11][C:12]1[CH:16]=[C:15]([C:17]2[CH:22]=[CH:21][CH:20]=[CH:19][CH:18]=2)[O:14][N:13]=1)=[O:7])([CH3:4])([CH3:3])[CH3:2].[CH2:23](I)[CH2:24][CH2:25][CH3:26]>>[C:1]([O:5][C:6]([NH:8][CH2:9][CH2:10][O:11][C:12]1[C:16]([CH2:23][CH2:24][CH2:25][CH3:26])=[C:15]([C:17]2[CH:22]=[CH:21][CH:20]=[CH:19][CH:18]=2)[O:14][N:13]=1)=[O:7])([CH3:4])([CH3:2])[CH3:3]. Procedure: 3-(2-(N-tert-Butoxycarbonylamino)ethoxy)-5-phenylisoxazole (0.3 g) and butyl iodide (0.17 ml) were subjected to reaction and post-treatment in a similar manner to that described in Example 14(a) to obtain the title compound (0.23 g, 66%) as a colorless oil.